Dataset: the Open Reaction Database (ORD), a public repository of structured organic reaction records. Task: describe an organic reaction: reactants, conditions, products, and yield Starting materials: BrCCBr, O=C1NC(=O)c2ccccc21, CN(C)C=O, [K]. The product is O=C1c2ccccc2C(=O)N1CCBr. RXN SMILES: [Br:1][CH2:2][CH2:3][Br:4].[C:5]1(=[O:15])[c:6]2[c:7]([cH:11][cH:12][cH:13][cH:14]2)[C:8](=[O:10])[NH:9]1.[CH3:17][N:18]([CH3:19])[CH:20]=[O:21].[K:16]>>[Br:1][CH2:2][CH2:3][N:9]1[C:5](=[O:15])[c:6]2[c:7]([cH:11][cH:12][cH:13][cH:14]2)[C:8]1=[O:10].